From a dataset of the Open Reaction Database (ORD), a public repository of structured organic reaction records. describe an organic reaction: reactants, conditions, products, and yield The reactants are N(=[N+]=[N-])C[C@H]1N(C[C@@H](C1)OC1=NC=C(N=C1)C1CC1)C(=O)OC(C)(C)C ((2S,4R)-tert-butyl 2-(azidomethyl)-4-(5-cyclopropylpyrazin-2-yloxy)-pyrrolidine-1-carboxylate), Cl (HCl). Run in ClCCl (dichloromethane), O1CCOCC1 (1,4-dioxane). Conditions: time 30 minute. Yields the product N(=[N+]=[N-])C[C@@H]1C[C@H](CN1)OC1=NC=C(N=C1)C1CC1 (2-((3R,5S)-5-(azidomethyl)pyrrolidin-3-yloxy)-5-cyclopropylpyrazine). Reaction SMILES: [N:1]([CH2:4][C@@H:5]1[CH2:9][C@@H:8]([O:10][C:11]2[CH:16]=[N:15][C:14]([CH:17]3[CH2:19][CH2:18]3)=[CH:13][N:12]=2)[CH2:7][N:6]1C(OC(C)(C)C)=O)=[N+:2]=[N-:3].Cl>ClCCl.O1CCOCC1>[N:1]([CH2:4][C@H:5]1[NH:6][CH2:7][C@H:8]([O:10][C:11]2[CH:16]=[N:15][C:14]([CH:17]3[CH2:18][CH2:19]3)=[CH:13][N:12]=2)[CH2:9]1)=[N+:2]=[N-:3]. Procedure details: To a solution of the product from Example 174C (440 mg, 1.221 mmol) dissolved in dichloromethane (2 mL) was added 4 M HCl in 1,4-dioxane (4 mL). The resulting mixture was stirred at ambient temperature for 30 minutes and was then partitioned between saturated aqueous sodium bicarbonate and ethyl acetate. The organic layer was dried over sodium sulfate, filtered and concentrated in vacuo to give the title compound.